From a dataset of the Open Reaction Database (ORD), a public repository of structured organic reaction records. describe an organic reaction: reactants, conditions, products, and yield Reactants: Cc1[nH]c(=O)c(C#N)c2c1CCCC2, [Na+], [OH-], O, O=S(=O)(O)O. The product is Cc1[nH]c(=O)cc2c1CCCC2. RXN SMILES: [C:1](#[N:2])[c:3]1[c:4](=[O:14])[nH:5][c:6]([CH3:13])[c:7]2[c:12]1[CH2:11][CH2:10][CH2:9][CH2:8]2.[Na+:17].[OH-:16].[OH2:15].[S:18](=[O:19])(=[O:20])([OH:21])[OH:22]>>[cH:3]1[c:4](=[O:14])[nH:5][c:6]([CH3:13])[c:7]2[c:12]1[CH2:11][CH2:10][CH2:9][CH2:8]2. Reactants: CC(C)(C)OC(=O)NC1CC(CBr)OC1=O, [N-]=[N+]=[N-], [Na+], CN(C)C=O. Reaction SMILES: [Br:1][CH2:2][CH:3]1[CH2:4][CH:5]([NH:9][C:10]([O:11][C:12]([CH3:13])([CH3:14])[CH3:15])=[O:16])[C:6](=[O:8])[O:7]1.[N-:18]=[N+:19]=[N-:20].[Na+:17].[O:21]=[CH:22][N:23]([CH3:24])[CH3:25]>>[CH2:2]([CH:3]1[CH2:4][CH:5]([NH:9][C:10]([O:11][C:12]([CH3:13])([CH3:14])[CH3:15])=[O:16])[C:6](=[O:8])[O:7]1)[N:18]=[N+:19]=[N-:20]. The product is CC(C)(C)OC(=O)NC1CC(CN=[N+]=[N-])OC1=O. The reactants are C(C)(C)(C)OC(=O)NNCC1=CC=CC=C1 (N'-benzylhydrazinecarboxylic acid tert-butyl ester), C(C)N=C=O (ethyl isocyanate). The solvent is C(C)O (ethanol). Run at time 2 hour. The product is C(C1=CC=CC=C1)N(NC(=O)OC(C)(C)C)C(=O)NCC (2-benzyl-1-tert-butoxycarbonyl-4-ethylsemicarbazide). Isolated yield 86.7%. Reaction SMILES: [C:1]([O:5][C:6]([NH:8][NH:9][CH2:10][C:11]1[CH:16]=[CH:15][CH:14]=[CH:13][CH:12]=1)=[O:7])([CH3:4])([CH3:3])[CH3:2].[CH2:17]([N:19]=[C:20]=[O:21])[CH3:18]>C(O)C>[CH2:10]([N:9]([C:20]([NH:19][CH2:17][CH3:18])=[O:21])[NH:8][C:6]([O:5][C:1]([CH3:4])([CH3:2])[CH3:3])=[O:7])[C:11]1[CH:16]=[CH:15][CH:14]=[CH:13][CH:12]=1. Procedure: To a solution of N'-benzylhydrazinecarboxylic acid tert-butyl ester (2.5 g, 11.8 mmol) in 99% ethanol (40 ml) was added ethyl isocyanate (1.1 g, 15.2 mmol) and the mixture was stirred for 2 h. Then the mixture was concentrated in vacuo and chromatographed on silica (20 g) with petrol ether/ethyl acetate 3:2 to give 3.0 g of 2-benzyl-1-tert-butoxycarbonyl-4-ethylsemicarbazide. Reactants: CC(C)OC(=NC#N)c1cccnc1, CCOCC, CO, NCc1ccc(C(F)(F)F)cc1. Product: N#CNC(=NCc1ccc(C(F)(F)F)cc1)c1cccnc1. RXN SMILES: [C:1](#[N:2])[N:3]=[C:4]([O:5][CH:6]([CH3:7])[CH3:8])[c:9]1[cH:10][n:11][cH:12][cH:13][cH:14]1.[CH3:27][CH2:28][O:29][CH2:30][CH3:31].[CH3:32][OH:33].[F:15][C:16]([c:17]1[cH:18][cH:19][c:20]([CH2:21][NH2:22])[cH:23][cH:24]1)([F:25])[F:26]>>[C:1](#[N:2])[NH:3][C:4]([c:9]1[cH:10][n:11][cH:12][cH:13][cH:14]1)=[N:22][CH2:21][c:20]1[cH:19][cH:18][c:17]([C:16]([F:15])([F:25])[F:26])[cH:24][cH:23]1.